Dataset: the Open Reaction Database (ORD), a public repository of structured organic reaction records. Task: describe an organic reaction: reactants, conditions, products, and yield Reactants: S(N)(=O)(=O)C=1C=C(C(=O)O)C=C(C1OC1=CC=CC=C1)CCC#N (3-sulphamoyl-4-phenoxy-5-[β-cyanoethyl]-benzoic acid). Reagents/catalysts: [Ni] (Ni). The solvent is CO (methanol), N (ammonia). Conditions: time 30 minute. Yields the product S(N)(=O)(=O)C=1C=C(C(=O)O)C=C(C1OC1=CC=CC=C1)CCCN1C=CC=C1 (3-Sulphamoyl-4-phenoxy-5-[γ-(1-pyrrolyl)-propyl]-benzoic acid). As a reaction SMILES: [S:1]([C:5]1[CH:6]=[C:7]([CH:11]=[C:12]([CH2:21][CH2:22][C:23]#[N:24])[C:13]=1[O:14][C:15]1[CH:20]=[CH:19][CH:18]=[CH:17][CH:16]=1)[C:8]([OH:10])=[O:9])(=[O:4])(=[O:3])[NH2:2]>CO.N.[Ni]>[S:1]([C:5]1[CH:6]=[C:7]([CH:11]=[C:12]([CH2:21][CH2:22][CH2:23][N:24]2[CH:12]=[CH:13][CH:5]=[CH:6]2)[C:13]=1[O:14][C:15]1[CH:20]=[CH:19][CH:18]=[CH:17][CH:16]=1)[C:8]([OH:10])=[O:9])(=[O:3])(=[O:4])[NH2:2]. Procedure: The nitrile (3.46 g) is dissolved in 70 ml of methanol saturated with ammonia, the solution is after-saturated for 30 minutes under an ammonia pressure of 5 bars and, after adding 1 g of Raney Ni, is hydrogenated for 12 hours at 70°-80° C. and under an initial hydrogen pressure of 100 bars. The catalyst is then filtered off and washed with methanol and the filtrate is evaporated. After taking up the residue in a little water, the solution is acidified and extracted by shaking with ethyl acetate ... Reactants: C(C)(=O)C=1C(=NOC1C)C1=CC=CC=C1 (4-acetyl-5-methyl-3-phenyl isoxazole), C1(=CC=CC=C1)NN (phenyl hydrazine), C=1(C(=CC=CC1)S(=O)(=O)O)C (toluenesulfonic acid). Run in C(C)O (ethanol). The product is C1(=CC=CC=C1)NN=C(C)C=1C(=NOC1C)C1=CC=CC=C1 (1-(5-methyl-3-phenyl-4-isoxazolyl)-1-ethanone phenyl hydrazone). Reaction SMILES: [C:1]([C:4]1[C:5]([C:10]2[CH:15]=[CH:14][CH:13]=[CH:12][CH:11]=2)=[N:6][O:7][C:8]=1[CH3:9])(=O)[CH3:2].[C:16]1([NH:22][NH2:23])[CH:21]=[CH:20][CH:19]=[CH:18][CH:17]=1.C1(C)C(S(O)(=O)=O)=CC=CC=1>C(O)C>[C:16]1([NH:22][N:23]=[C:1]([C:4]2[C:5]([C:10]3[CH:15]=[CH:14][CH:13]=[CH:12][CH:11]=3)=[N:6][O:7][C:8]=2[CH3:9])[CH3:2])[CH:21]=[CH:20][CH:19]=[CH:18][CH:17]=1. Procedure details: A mixture of 80.4 g. (0.4 mole) of 4-acetyl-5-methyl-3-phenyl isoxazole, 39.4 ml. (0.4 mole) of phenyl hydrazine and 500 mg. toluenesulfonic acid in 400 ml. ethanol is stirred at room temperature for 48 hours. The resulting solid is filtered and washed with cold ether to give 1-(5-methyl-3-phenyl-4-isoxazolyl)-1-ethanone phenyl hydrazone; m.p. 129°-133° C. Starting materials: resultant mixture, COC=1C=C(C=CC1[N+](=O)[O-])N1CCC(CC1)N1CCNCC1 (1-{1-[3-(methyloxy)-4-nitrophenyl]-4-piperidinyl}piperazine), O1CCOCC1 (1,4-dioxane), C(=C)S(=O)(=O)C (Methyl vinyl sulfone), C(=O)([O-])[O-].[Na+].[Na+] (Na2CO3). Run in CO (MeOH). Product: COC=1C=C(C=CC1[N+](=O)[O-])N1CCC(CC1)N1CCN(CC1)CCS(=O)(=O)C (1-{1-[3-(methyloxy)-4-nitrophenyl]-4-piperidinyl}-4-[2-(methylsulfonyl)ethyl]-piperazine). Isolated yield 99.7%. Reaction SMILES: [CH3:1][O:2][C:3]1[CH:4]=[C:5]([N:12]2[CH2:17][CH2:16][CH:15]([N:18]3[CH2:23][CH2:22][NH:21][CH2:20][CH2:19]3)[CH2:14][CH2:13]2)[CH:6]=[CH:7][C:8]=1[N+:9]([O-:11])=[O:10].O1CCOCC1.[CH:30]([S:32]([CH3:35])(=[O:34])=[O:33])=[CH2:31].C([O-])([O-])=O.[Na+].[Na+]>CO>[CH3:1][O:2][C:3]1[CH:4]=[C:5]([N:12]2[CH2:13][CH2:14][CH:15]([N:18]3[CH2:19][CH2:20][N:21]([CH2:31][CH2:30][S:32]([CH3:35])(=[O:34])=[O:33])[CH2:22][CH2:23]3)[CH2:16][CH2:17]2)[CH:6]=[CH:7][C:8]=1[N+:9]([O-:11])=[O:10] |f:3.4.5|. Procedure: To a suspension of 1-{1-[3-(methyloxy)-4-nitrophenyl]-4-piperidinyl}piperazine (Example 57, step C) (10.0 g, 23.27 mmol) and 1,4-dioxane (400 mL) was added MeOH (˜100 mL) to enhance solubility. Methyl vinyl sulfone (6.1 mL, 69.8 mmol) and Na2CO3 (7.4 g, 69.8 mmol) were added and the resultant mixture was heated at 80° C. overnight (˜16 h). LCMS indicated that the reaction had gone to completion. The solvent was evaporated and the residue was taken up in DCM (300 mL) and filtered to remove salts.... The reactants are C(N)(=O)C=1C(=NN2C1NCCC2C2=C(C=CC=C2)NC(OCC2=CC=CC=C2)=O)C2=CC=C(C=C2)OC2=CC=C(C=C2)F (benzyl 2-(3-carbamoyl-2-(4-(4-fluorophenoxyl)phenyl)-4,5,6,7-tetrahydropyrazolo[1,5-a]pyrimidin-7-yl)phenylcarbamate). Reagents/catalysts: [Pd] (Pd/C). Run in C(Cl)Cl (DCM), CO (CH3OH). Reaction conditions: time 16 hour. Product: NC1=C(C=CC=C1)C1CCNC=2N1N=C(C2C(=O)N)C2=CC=C(C=C2)OC2=CC=C(C=C2)F (7-(2-aminophenyl)-2-(4-(4-fluorophenoxyl)phenyl)-4,5,6,7-tetrahydro pyrazolo[1,5-a]pyrimidine-3-carboxamide). Isolated yield 13.3%. RXN SMILES: [C:1]([C:4]1[C:5]([C:30]2[CH:35]=[CH:34][C:33]([O:36][C:37]3[CH:42]=[CH:41][C:40]([F:43])=[CH:39][CH:38]=3)=[CH:32][CH:31]=2)=[N:6][N:7]2[CH:12]([C:13]3[CH:18]=[CH:17][CH:16]=[CH:15][C:14]=3[NH:19]C(=O)OCC3C=CC=CC=3)[CH2:11][CH2:10][NH:9][C:8]=12)(=[O:3])[NH2:2]>C(Cl)Cl.CO.[Pd]>[NH2:19][C:14]1[CH:15]=[CH:16][CH:17]=[CH:18][C:13]=1[CH:12]1[N:7]2[N:6]=[C:5]([C:30]3[CH:35]=[CH:34][C:33]([O:36][C:37]4[CH:38]=[CH:39][C:40]([F:43])=[CH:41][CH:42]=4)=[CH:32][CH:31]=3)[C:4]([C:1]([NH2:2])=[O:3])=[C:8]2[NH:9][CH2:10][CH2:11]1. Procedure: To a solution of benzyl 2-(3-carbamoyl-2-(4-(4-fluorophenoxyl)phenyl)-4,5,6,7-tetrahydropyrazolo[1,5-a]pyrimidin-7-yl)phenylcarbamate (100 mg, 0.17 mmol) in 5 mL of DCM and 5 mL of CH3OH was added 10% w/w Pd/C (50 mg). After stirring at RT under H2 for 16 hr, the mixture was filtered and the cake was washed with DCM/CH3OH (1/1, 50 mL). The filtrate was concentrated and purified by chromatography column on silica gel eluting with DCM/CH3OH to afford 10 mg (13%) of 7-(2-aminophenyl)-2-(4-(4-fluoro...